From a dataset of the Open Reaction Database (ORD), a public repository of structured organic reaction records. describe an organic reaction: reactants, conditions, products, and yield Starting materials: ClC=1C(=CC(=C(C1)S(=O)(=O)N(C=1SC=NN1)CC1=C(C=C(C=C1)OC)OC)F)OC1=C(C=C(C=C1)C1=CC=C(C=C1)C(F)(F)F)C(\C=C\N(C)C)=O (5-Chloro-N-(2,4-dimethoxybenzyl)-4-({3-[(2E)-3-(dimethylamino)prop-2-enoyl]-4′-(trifluoromethyl)biphenyl-4-yl}oxy)-2-fluoro-N-1,3,4-thiadiazol-2-ylbenzenesulfonamide), N(N)C1CN(C1)C(=O)OC(C)(C)C (tert-butyl 3-hydrazinoazetidine-1-carboxylate), C(O)([O-])=O.[Na+] (sodium hydrogen carbonate). Run in C(C)O (ethanol), C(C)O (ethanol), C(C)(=O)O (acetic acid). Conditions: temperature 70 celsius. The product is ClC1=C(OC2=C(C=C(C=C2)C2=CC=C(C=C2)C(F)(F)F)C2=CC=NN2C2CN(C2)C(=O)OC(C)(C)C)C=C(C(=C1)S(=O)(=O)N(C=1SC=NN1)CC1=C(C=C(C=C1)OC)OC)F (tert-Butyl 3-{5-[4-(2-chloro-4-{[(2,4-dimethoxybenzyl)(1,3,4-thiadiazol-2-yl)amino]sulfonyl}-5-fluorophenoxy)-4′-(trifluoromethyl)biphenyl-3-yl]-1H-pyrazol-1-yl}azetidine-1-carboxylate). The yield is 280.8%. As a reaction SMILES: [Cl:1][C:2]1[C:3]([O:29][C:30]2[CH:35]=[CH:34][C:33]([C:36]3[CH:41]=[CH:40][C:39]([C:42]([F:45])([F:44])[F:43])=[CH:38][CH:37]=3)=[CH:32][C:31]=2[C:46](=O)/[CH:47]=[CH:48]/N(C)C)=[CH:4][C:5]([F:28])=[C:6]([S:8]([N:11]([CH2:17][C:18]2[CH:23]=[CH:22][C:21]([O:24][CH3:25])=[CH:20][C:19]=2[O:26][CH3:27])[C:12]2[S:13][CH:14]=[N:15][N:16]=2)(=[O:10])=[O:9])[CH:7]=1.[NH:53]([CH:55]1[CH2:58][N:57]([C:59]([O:61][C:62]([CH3:65])([CH3:64])[CH3:63])=[O:60])[CH2:56]1)[NH2:54].C(=O)([O-])O.[Na+]>C(O)C.C(O)(=O)C>[Cl:1][C:2]1[CH:7]=[C:6]([S:8]([N:11]([CH2:17][C:18]2[CH:23]=[CH:22][C:21]([O:24][CH3:25])=[CH:20][C:19]=2[O:26][CH3:27])[C:12]2[S:13][CH:14]=[N:15][N:16]=2)(=[O:10])=[O:9])[C:5]([F:28])=[CH:4][C:3]=1[O:29][C:30]1[CH:35]=[CH:34][C:33]([C:36]2[CH:41]=[CH:40][C:39]([C:42]([F:45])([F:43])[F:44])=[CH:38][CH:37]=2)=[CH:32][C:31]=1[C:46]1[N:53]([CH:55]2[CH2:56][N:57]([C:59]([O:61][C:62]([CH3:65])([CH3:64])[CH3:63])=[O:60])[CH2:58]2)[N:54]=[CH:48][CH:47]=1 |f:2.3|. Reported procedure: 5-Chloro-N-(2,4-dimethoxybenzyl)-4-({3-[(2E)-3-(dimethylamino)prop-2-enoyl]-4′-(trifluoromethyl)biphenyl-4-yl}oxy)-2-fluoro-N-1,3,4-thiadiazol-2-ylbenzenesulfonamide (Preparation 39, 504 mg, 0.648 mmol) in ethanol (10 mL) was slowly added a solution of tert-butyl 3-hydrazinoazetidine-1-carboxylate (Preparation 36, 536 mg, 2.86 mmol) in ethanol (10 mL) and acetic acid (0.23 mL) at 0° C. under nitrogen. The reaction was heated to 70° C. for 3 hours and then cooled to room temperature. The reaction...